Dataset: the Open Reaction Database (ORD), a public repository of structured organic reaction records. Task: describe an organic reaction: reactants, conditions, products, and yield The reactants are [BH4-].[Na+] (sodium borohydride), CC1(CC(=O)OC(C1)=O)C (3,3-dimethyl glutaric anhydride). Solvent: O1CCCC1 (tetrahydrofuran), O1CCCC1 (tetrahydrofuran). Conditions: time 2 hour. Product: CC1(CC(=O)OCC1)C (3,3-dimethyl valerolactone). The yield is 68.1%. Reaction SMILES: [BH4-].[Na+].[CH3:3][C:4]1([CH3:12])[CH2:10][C:9](=O)[O:8][C:6](=[O:7])[CH2:5]1>O1CCCC1>[CH3:3][C:4]1([CH3:12])[CH2:10][CH2:9][O:8][C:6](=[O:7])[CH2:5]1 |f:0.1|. Procedure: A suspension of 5.8 g (0.15 mole) of sodium borohydride in 30 ml of dry tetrahydrofuran was stirred and cooled in an ice bath under nitrogen while 21.32 g (0.15 mole) of 3,3-dimethyl glutaric anhydride in 120 ml of dry tetrahydrofuran was added in 5 minutes. The ice bath was then removed and stirring was continued for 2 hours. Hydrochloric acid (6N, 60 ml) was added cautiously and the mixture was then concentrated in vacuo. Water (300 ml) was added and the mixture was extracted with ethyl ether.... Starting materials: C1CCOC1, [Li]CCCC, Cc1ccc(C(=O)O)cc1, CCCCCC, CC(C)NC(C)C, Cl, O, COC(=O)c1ccccn1. Yields the product O=C(O)c1ccc(CC(=O)c2ccccn2)cc1. RXN SMILES: [CH2:35]1[O:36][CH2:37][CH2:38][CH2:39]1.[CH2:8]([Li:9])[CH2:10][CH2:11][CH3:12].[CH3:13][c:14]1[cH:15][cH:16][c:17]([C:20](=[O:21])[OH:22])[cH:18][cH:19]1.[CH3:40][CH2:41][CH2:42][CH2:43][CH2:44][CH3:45].[CH:1]([NH:2][CH:3]([CH3:4])[CH3:5])([CH3:6])[CH3:7].[ClH:33].[OH2:34].[c:23]1([C:29](=[O:30])[O:31][CH3:32])[cH:24][cH:25][cH:26][cH:27][n:28]1>>[CH2:13]([c:14]1[cH:15][cH:16][c:17]([C:20](=[O:21])[OH:22])[cH:18][cH:19]1)[C:29]([c:23]1[cH:24][cH:25][cH:26][cH:27][n:28]1)=[O:30]. The reactants are CCOc1cc(C(C)(C)C)ccc1C1=NC(C)(c2ccc(Cl)cc2)C(C)(c2ccc(Cl)cc2)N1C(=O)Cl, OCCN1CCNCC1. Product: CCOc1cc(C(C)(C)C)ccc1C1=NC(C)(c2ccc(Cl)cc2)C(C)(c2ccc(Cl)cc2)N1C(=O)N1CCN(CCO)CC1. Reaction SMILES: [C:1]([CH3:2])([CH3:3])([CH3:4])[c:5]1[cH:6][c:7]([O:35][CH2:36][CH3:37])[c:8]([C:11]2=[N:15][C:14]([CH3:16])([c:17]3[cH:18][cH:19][c:20]([Cl:23])[cH:21][cH:22]3)[C:13]([CH3:24])([c:25]3[cH:26][cH:27][c:28]([Cl:31])[cH:29][cH:30]3)[N:12]2[C:32](=[O:33])[Cl:34])[cH:9][cH:10]1.[N:38]1([CH2:44][CH2:45][OH:46])[CH2:39][CH2:40][NH:41][CH2:42][CH2:43]1>>[C:1]([CH3:2])([CH3:3])([CH3:4])[c:5]1[cH:6][c:7]([O:35][CH2:36][CH3:37])[c:8]([C:11]2=[N:15][C:14]([CH3:16])([c:17]3[cH:18][cH:19][c:20]([Cl:23])[cH:21][cH:22]3)[C:13]([CH3:24])([c:25]3[cH:26][cH:27][c:28]([Cl:31])[cH:29][cH:30]3)[N:12]2[C:32](=[O:33])[N:41]2[CH2:40][CH2:39][N:38]([CH2:44][CH2:45][OH:46])[CH2:43][CH2:42]2)[cH:9][cH:10]1. Reactants: CC(/C=C/[C@@H]1[C@@H]([C@@H](OC(O1)(C)C)[C@H](C(=O)NC1C(N(C1)C1=CC=CC=C1)=O)OC)O)(C)C ((R)-2-[(4R,5S,6R)-6-((E)-3,3-dimethylbut-1-enyl)-5-hydroxy-2,2-dimethyl-1,3-dioxan-4-yl]-2-methoxy-N-(2-oxo-1-phenylazetidin-3-yl)acetamide), Cl (HCl). The solvent is C1CCOC1 (THF). Conditions: time 50 minute. The product is O=C1N(CC1NC([C@@H]([C@@H]([C@H]([C@@H](\C=C\C(C)(C)C)O)O)O)OC)=O)C1=CC=CC=C1 (N-(2-Oxo-1-phenylazetidin-3-yl)-(E)-(2R,3R,4S,5R)-3,4,5-trihydroxy-2-methoxy-8,8-dimethylnon-6-enamide). As a reaction SMILES: [CH3:1][C:2]([CH3:32])([CH3:31])/[CH:3]=[CH:4]/[C@H:5]1[O:10]C(C)(C)[O:8][C@@H:7]([C@@H:13]([O:28][CH3:29])[C:14]([NH:16][CH:17]2[CH2:20][N:19]([C:21]3[CH:26]=[CH:25][CH:24]=[CH:23][CH:22]=3)[C:18]2=[O:27])=[O:15])[C@H:6]1[OH:30].Cl>C1COCC1>[O:27]=[C:18]1[CH:17]([NH:16][C:14](=[O:15])[C@H:13]([O:28][CH3:29])[C@H:7]([OH:8])[C@@H:6]([OH:30])[C@H:5]([OH:10])/[CH:4]=[CH:3]/[C:2]([CH3:32])([CH3:31])[CH3:1])[CH2:20][N:19]1[C:21]1[CH:26]=[CH:25][CH:24]=[CH:23][CH:22]=1. Procedure: 0.466 ml of THF, 38.7 mg (86.66 μmol) of product 10 and then 0.932 ml of HCl (1N) are successively introduced into a round-bottomed flask equipped with a magnetic stirrer. After 50 minutes, the reaction medium is evaporated to dryness. The residue obtained is purified by chromatography on 2 preparative silica plates (20×20 cm, e=0.5 mm, Merck), eluent: CH2Cl2/MeOH (96/4). 14 mg (40%) of product Example 3 are collected. Reactants: C(CCC)N1C(N(C=2N=C(N(C2C1=O)CC=C)C#N)CCCC)=O (1,3-dibutyl-2,6-dioxo-7-(2-propen-1-yl)-2,3,6,7-tetrahydro-1H-purine-8-carbonitrile). Reagents/catalysts: C=1C=CC(=CC1)[P](C=2C=CC=CC2)(C=3C=CC=CC3)[Pd]([P](C=4C=CC=CC4)(C=5C=CC=CC5)C=6C=CC=CC6)([P](C=7C=CC=CC7)(C=8C=CC=CC8)C=9C=CC=CC9)[P](C=1C=CC=CC1)(C=1C=CC=CC1)C=1C=CC=CC1 (Pd(PPh3)4). Run in C1CCOC1 (THF), CS(=O)C (DMSO). Run at time 4 hour. The product is C(CCC)N1C(N(C=2N=C(NC2C1=O)C#N)CCCC)=O (1,3-dibutyl-2,6-dioxo-2,3,6,7-tetrahydro-1H-purine-8-carbonitrile). Isolated yield 24.1%. RXN SMILES: [CH2:1]([N:5]1[C:13](=[O:14])[C:12]2[N:11](CC=C)[C:10]([C:18]#[N:19])=[N:9][C:8]=2[N:7]([CH2:20][CH2:21][CH2:22][CH3:23])[C:6]1=[O:24])[CH2:2][CH2:3][CH3:4]>C1COCC1.CS(C)=O.C1C=CC([P]([Pd]([P](C2C=CC=CC=2)(C2C=CC=CC=2)C2C=CC=CC=2)([P](C2C=CC=CC=2)(C2C=CC=CC=2)C2C=CC=CC=2)[P](C2C=CC=CC=2)(C2C=CC=CC=2)C2C=CC=CC=2)(C2C=CC=CC=2)C2C=CC=CC=2)=CC=1>[CH2:1]([N:5]1[C:13](=[O:14])[C:12]2[NH:11][C:10]([C:18]#[N:19])=[N:9][C:8]=2[N:7]([CH2:20][CH2:21][CH2:22][CH3:23])[C:6]1=[O:24])[CH2:2][CH2:3][CH3:4] |^1:37,39,58,77|. Procedure details: A solution of 1,3-dibutyl-2,6-dioxo-7-(2-propen-1-yl)-2,3,6,7-tetrahydro-1H-purine-8-carbonitrile (140 mg, 0.43 mmol) in anhydrous THF (4 ml) and anhydrous DMSO (0.4 ml) was treated with Pd(PPh3)4 (74 mg, 0.064 mmol). The mixture was degassed under gentle vacuum, morpholine (371 uL) added, and left to stir at rt under nitrogen for 4 hours. The yellow solution was partitioned between 2M HCl (aq) and EtOAc. The organic layer was separated, washed with brine, dried (MgSO4) and concentrated. The res... The reactants are C(C)(C)OC(\C=C/C(=O)O)=O (maleic acid-monoisopropyl ester), CN(CCCN)C (3-dimethylaminopropylamine). Isolated yield 94.7%. Yields the product C(C)(C)OC(C[C@H](NCCCN(C)C)C(=O)O)=O (N-(3'-Dimethylaminopropyl)-aspartic acid-4-isopropyl ester). RXN SMILES: [CH:1]([O:4][C:5](=[O:11])/[CH:6]=[CH:7]\[C:8]([OH:10])=[O:9])([CH3:3])[CH3:2].[CH3:12][N:13]([CH3:18])[CH2:14][CH2:15][CH2:16][NH2:17]>C(N(CC)CC)C>[CH:1]([O:4][C:5](=[O:11])[CH2:6][C@@H:7]([C:8]([OH:10])=[O:9])[NH:17][CH2:16][CH2:15][CH2:14][N:13]([CH3:18])[CH3:12])([CH3:3])[CH3:2]. The solvent is C(C)N(CC)CC (triethylamine). Procedure: 395.2 g (2.5 mols) of maleic acid-monoisopropyl ester, 500 ml of triethylamine and 306.5 g (2.5 mols+20% excess) of 3-dimethylaminopropylamine are reacted according to Example 1, and the reaction product is subsequently purified to yield 616.4 g (94.7% of theory) of a white crystalline aspartic acid derivative of which the melting point is 163.5°-165.5° C. The reactants are OC1=C(C=CC(=C1)OC1=NC=C(C=C1)S(=O)(=O)C)NN=C(C(=O)OCC)C (ethyl 2-[(2-hydroxy-4-{[5-(methylsulfonyl)pyridin-2-yl]oxy}phenyl)-hydrazono]propanoate), CS(=O)(=O)Cl (methanesulfonyl chloride), CS(=O)(=O)Cl (methanesulfonyl chloride), CS(=O)(=O)Cl (Methanesulfonyl chloride). Solvent: N1=CC=CC=C1 (pyridine). Run at time 1 hour. Yields the product CS(=O)(=O)OC1=C(C=CC(=C1)OC1=NC=C(C=C1)S(=O)(=O)C)NN=C(C(=O)OCC)C (Ethyl 2-[(2-[(methylsulfonyl)oxy]-4-{[5-(methylsulfonyl)pyridin-2-yl]oxy}phenyl)hydrazono]propanoate). The yield is 83.0%. As a reaction SMILES: [OH:1][C:2]1[CH:7]=[C:6]([O:8][C:9]2[CH:14]=[CH:13][C:12]([S:15]([CH3:18])(=[O:17])=[O:16])=[CH:11][N:10]=2)[CH:5]=[CH:4][C:3]=1[NH:19][N:20]=[C:21]([CH3:27])[C:22]([O:24][CH2:25][CH3:26])=[O:23].[CH3:28][S:29](Cl)(=[O:31])=[O:30]>N1C=CC=CC=1>[CH3:28][S:29]([O:1][C:2]1[CH:7]=[C:6]([O:8][C:9]2[CH:14]=[CH:13][C:12]([S:15]([CH3:18])(=[O:16])=[O:17])=[CH:11][N:10]=2)[CH:5]=[CH:4][C:3]=1[NH:19][N:20]=[C:21]([CH3:27])[C:22]([O:24][CH2:25][CH3:26])=[O:23])(=[O:31])=[O:30]. Procedure details: To a solution of ethyl 2-[(2-hydroxy-4-{[5-(methylsulfonyl)pyridin-2-yl]oxy}phenyl)-hydrazono]propanoate (37.7 g) in pyridine (450 mL) was added methanesulfonyl chloride (8.9 mL) at 0° C., and the mixture was stirred at room temperature for 1 h. Methanesulfonyl chloride (8.9 mL) was added to the mixture at 0° C. again, and the mixture was stirred at room temperature for 1 h. Furthermore, methanesulfonyl chloride (8.9 mL) was added to the mixture at 0° C., and the mixture was stirred at room temp...